Dataset: the Open Reaction Database (ORD), a public repository of structured organic reaction records. Task: describe an organic reaction: reactants, conditions, products, and yield Starting materials: C(=O)C1SCC(N1CCCCCCC(=O)O)=O (7-(2-formyl-4-oxo-3-thiazolidinyl)heptanoic acid), Cl (hydrochloric acid), O=C(CP(OC)(OC)=O)CCC1=CC=CC=C1 (Dimethyl 2-oxo-4-phenylbutylphosphonate), [H-].[Na+] (sodium hydride). Run in COCCOC (1,2-dimethoxyethane), O (water). The product is O=C(/C=C/C1SCC(N1CCCCCCC(=O)O)=O)CCC1=CC=CC=C1 (7-[2-(3-Oxo-5-phenyl-1-trans-pentenyl)-4-oxo-3-thiazolidinyl]heptanoic Acid). As a reaction SMILES: [O:1]=[C:2]([CH2:10][CH2:11][C:12]1[CH:17]=[CH:16][CH:15]=[CH:14][CH:13]=1)[CH2:3]P(=O)(OC)OC.[H-].[Na+].[CH:20]([CH:22]1[N:26]([CH2:27][CH2:28][CH2:29][CH2:30][CH2:31][CH2:32][C:33]([OH:35])=[O:34])[C:25](=[O:36])[CH2:24][S:23]1)=O.Cl>COCCOC.O>[O:1]=[C:2]([CH2:10][CH2:11][C:12]1[CH:13]=[CH:14][CH:15]=[CH:16][CH:17]=1)/[CH:3]=[CH:20]/[CH:22]1[N:26]([CH2:27][CH2:28][CH2:29][CH2:30][CH2:31][CH2:32][C:33]([OH:35])=[O:34])[C:25](=[O:36])[CH2:24][S:23]1 |f:1.2|. Procedure: Dimethyl 2-oxo-4-phenylbutylphosphonate (1 molar equivalent) is added dropwise over a 1/2 hour period to a stirred suspension of sodium hydride (2equivalents) in 1,2-dimethoxyethane maintained at or below 20° C. To the resulting reaction mixture is slowly added 7-(2-formyl-4-oxo-3-thiazolidinyl)heptanoic acid (1 molar equivalent) with good stirring and cooling (sufficient to maintain a reaction temperature at or below 20° C.). Upon completing this addition, the reaction is stirred at ambient tem... The product is CN1CCN(CC1)[C@@H]1CC[C@H](CC1)N1N=C(C=2C1=NC=NC2N)C=2C=NC(=NC2)OC2=CC=CC=C2 (trans-1-[4-(4-methylpiperazino)cyclohexyl]-3-(2-phenoxy-5-pyrimidinyl)-1H-pyrazolo[3,4-d]pyrimidin-4-amine). The reactants are IC1=NN(C2=NC=NC(=C21)N)[C@@H]2CC[C@H](CC2)N2CCN(CC2)C (trans 3-iodo-1-[4-(4-methylpiperazino)cyclohexyl]-1H-pyrazolo[3,4-d]pyrimidin-4-amine), O(C1=CC=CC=C1)C1=NC=C(C=N1)B1OC(C(O1)(C)C)(C)C (2-phenoxy-5-(4,4,5,5-tetramethyl-1,3,2-dioxaborolan-2-yl)pyrimidine), C([O-])([O-])=O.[Na+].[Na+] (sodium carbonate). Isolated yield 47.1%. Solvent: COCCOC (1,2-dimethoxyethane), O (water). Procedure: A mixture of trans 3-iodo-1-[4-(4-methylpiperazino)cyclohexyl]-1H-pyrazolo[3,4-d]pyrimidin-4-amine (Intermediate AD) (0.300 g, 0.00068 mol), 2-phenoxy-5-(4,4,5,5-tetramethyl-1,3,2-dioxaborolan-2-yl)pyrimidine (int AV) (0.304 g, 0.00102 mol), sodium carbonate (0.180 g, 0.00170 mol) in 1,2-dimethoxyethane (10 mL) and water (20 mL) was stirred rapidly and tetrakis(triphenylphosphine)palladium(0) (0.047 g, 0.000040 mol) added. The reaction mixture was stirred 18 hours at 80° C. The solvents were rem... RXN SMILES: I[C:2]1[C:10]2[C:5](=[N:6][CH:7]=[N:8][C:9]=2[NH2:11])[N:4]([C@H:12]2[CH2:17][CH2:16][C@H:15]([N:18]3[CH2:23][CH2:22][N:21]([CH3:24])[CH2:20][CH2:19]3)[CH2:14][CH2:13]2)[N:3]=1.[O:25]([C:32]1[N:37]=[CH:36][C:35](B2OC(C)(C)C(C)(C)O2)=[CH:34][N:33]=1)[C:26]1[CH:31]=[CH:30][CH:29]=[CH:28][CH:27]=1.C(=O)([O-])[O-].[Na+].[Na+]>COCCOC.O.C1C=CC([P]([Pd]([P](C2C=CC=CC=2)(C2C=CC=CC=2)C2C=CC=CC=2)([P](C2C=CC=CC=2)(C2C=CC=CC=2)C2C=CC=CC=2)[P](C2C=CC=CC=2)(C2C=CC=CC=2)C2C=CC=CC=2)(C2C=CC=CC=2)C2C=CC=CC=2)=CC=1>[CH3:24][N:21]1[CH2:22][CH2:23][N:18]([C@H:15]2[CH2:16][CH2:17][C@H:12]([N:4]3[C:5]4=[N:6][CH:7]=[N:8][C:9]([NH2:11])=[C:10]4[C:2]([C:35]4[CH:34]=[N:33][C:32]([O:25][C:26]5[CH:27]=[CH:28][CH:29]=[CH:30][CH:31]=5)=[N:37][CH:36]=4)=[N:3]3)[CH2:13][CH2:14]2)[CH2:19][CH2:20]1 |f:2.3.4,^1:63,65,84,103|. The reagents and catalysts are C=1C=CC(=CC1)[P](C=2C=CC=CC2)(C=3C=CC=CC3)[Pd]([P](C=4C=CC=CC4)(C=5C=CC=CC5)C=6C=CC=CC6)([P](C=7C=CC=CC7)(C=8C=CC=CC8)C=9C=CC=CC9)[P](C=1C=CC=CC1)(C=1C=CC=CC1)C=1C=CC=CC1 (tetrakis(triphenylphosphine)palladium(0)). Starting materials: ClC=1C=C(C#N)C=CC1F (3-chloro-4-fluorobenzonitrile), CN (methylamine), solution, C(C)(C)N(CC)C(C)C (diisopropylethylamine). Solvent: CO (methanol). The product is ClC=1C=C(C#N)C=CC1NC (3-chloro-4-methylamino-benzonitrile). RXN SMILES: [Cl:1][C:2]1[CH:3]=[C:4]([CH:7]=[CH:8][C:9]=1F)[C:5]#[N:6].CN.[CH:13]([N:16](C(C)C)CC)(C)C>CO>[Cl:1][C:2]1[CH:3]=[C:4]([CH:7]=[CH:8][C:9]=1[NH:16][CH3:13])[C:5]#[N:6]. Procedure details: A solution of 3-chloro-4-fluorobenzonitrile (1.0 g), methylamine (16 mL of a 2 M solution in methanol) and diisopropylethylamine was reacted in the microwave at 120° C. for 15 min. The mixture was then partitioned between ethyl acetate (50 mL) and water (50 mL). The organic layer was washed with brine (30 mL), dried (MgSO4) and reduced in vacuo to give 3-chloro-4-methylamino-benzonitrile. A suspension of 3-chloro-4-methylamino-benzonitrile (900 mg) in 2 M aqueous sodium hydroxide solution (30 mL... Starting materials: ClC1=NC2=CC(=C(C=C2N=C1Cl)F)F (2,3-dichloro-6,7-difluoroquinoxaline), COC(CN)OC (aminoacetaldehyde dimethyl acetal). The product is FC=1C=C2NC(C=3N(C2=CC1F)C=CN3)=O (7,8-difluoroimidazo[1,2-a]quinoxalin-4(5H)-one). As a reaction SMILES: Cl[C:2]1[C:11](Cl)=[N:10][C:9]2[C:4](=[CH:5][C:6]([F:14])=[C:7]([F:13])[CH:8]=2)[N:3]=1.CO[CH:17]([O:20]C)[CH2:18][NH2:19]>>[F:13][C:7]1[CH:8]=[C:9]2[C:4](=[CH:5][C:6]=1[F:14])[N:3]1[CH:2]=[CH:11][N:19]=[C:18]1[C:17](=[O:20])[NH:10]2. Procedure: By reacting 2,3-dichloro-6,7-difluoroquinoxaline with aminoacetaldehyde dimethyl acetal, following a procedure that is similar to that described in example 1, there is obtained 7,8-difluoroimidazo[1,2-a]quinoxalin-4(5H)-one (m.p. >300° C.) and, subsequently, 4-chloro-7,8-difluoroimidazo[1,2-]quinoxaline. By reacting this product with cyclopentylamine according to the method described in example 3, there is obtained 4-cyclopentylamino-7,8-dichloroimidazo[1,2-a]quinoxaline. m.p. (DSC)=146.0° C.(on...